Dataset: the Open Reaction Database (ORD), a public repository of structured organic reaction records. Task: describe an organic reaction: reactants, conditions, products, and yield Starting materials: CC(CCC=O)=CCCC(C=C)C (4,8-dimethyl-4,9-decadienal), NO (hydroxylamine). Yields the product CC(CCC=NO)=CCCC(C=C)C (4,8-dimethyl-4,9-decadienal oxime), oxime. Reaction SMILES: [CH3:1][C:2](=[CH:7][CH2:8][CH2:9][CH:10]([CH3:13])[CH:11]=[CH2:12])[CH2:3][CH2:4][CH:5]=O.[NH2:14][OH:15]>>[CH3:1][C:2](=[CH:7][CH2:8][CH2:9][CH:10]([CH3:13])[CH:11]=[CH2:12])[CH2:3][CH2:4][CH:5]=[N:14][OH:15]. Procedure: As described above, for example, the oximation reaction can be carried out using 4,8-dimethyl-4,9-decadienal and hydroxylamine to yield 4,8-dimethyl-4,9-decadienal oxime (an oxime intermediate). Reactants: FC=1C=C(C=CC1)C1=NC2=CC=CN=C2C=C1C#N (2-(3-fluorophenyl)-1,5-naphthyridine-3-carbonitrile), ClCCl (dichloromethane), [H-].C(C(C)C)[Al+]CC(C)C (diisobutylaluminum hydride), ClCCl (dichloromethane), C(C)(=O)[O-].[K+] (potassium acetate), [H-].C(C(C)C)[Al+]CC(C)C (diisobutylaluminum hydride), ClCCl (dichloromethane), Cl (HCl). The solvent is ice water. Conditions: temperature 15 celsius, time 26 hour. Yields the product FC=1C=C(C=CC1)C1=NC2=CC=CN=C2C=C1C=O (2-(3-fluorophenyl)-1,5-naphthyridine-3-carbaldehyde). RXN SMILES: [F:1][C:2]1[CH:3]=[C:4]([C:8]2[C:17]([C:18]#N)=[CH:16][C:15]3[C:10](=[CH:11][CH:12]=[CH:13][N:14]=3)[N:9]=2)[CH:5]=[CH:6][CH:7]=1.ClCCl.[H-].C([Al+]CC(C)C)C(C)C.Cl.C([O-])(=[O:36])C.[K+]>>[F:1][C:2]1[CH:3]=[C:4]([C:8]2[C:17]([CH:18]=[O:36])=[CH:16][C:15]3[C:10](=[CH:11][CH:12]=[CH:13][N:14]=3)[N:9]=2)[CH:5]=[CH:6][CH:7]=1 |f:2.3,5.6|. Reported procedure: To a solution of 2-(3-fluorophenyl)-1,5-naphthyridine-3-carbonitrile (0.175 g, 0.702 mmol) in dichloromethane (9.93 mL, 0.702 mmol) at −78° C. was added diisobutylaluminum hydride 1.0 M in dichloromethane (1.40 mL, 1.40 mmol, 2 eqv.) dropwise over 3 min with stirring and the mixture was allowed to warm to 15° C. with stirring over 24 h. The mixture was cooled to −78° C. To the cooled mixture was added diisobutylaluminum hydride 1.0 M in dichloromethane (0.702 mL, 0.702 mmol, 1 eqv.) dropwise and... The reactants are C(O)([O-])=O.[Na+] (sodium hydrogencarbonate), CC1=C2C=CNC2=CC(=C1)C (4,6-Dimethylindole), ice water, C(#N)[BH3-].[Na+] (sodium cyanoborohydride). Solvent: C(C)(=O)O (acetic acid). The product is C(C)(=O)N1CCC2=C(C=C(C=C12)C)C (1-acetyl-4,6-dimethylindoline). As a reaction SMILES: [CH3:1][C:2]1[CH:10]=[C:9]([CH3:11])[CH:8]=[C:7]2[C:3]=1[CH:4]=[CH:5][NH:6]2.[C:12]([BH3-])#N.[Na+].[C:16](=[O:19])([O-])O.[Na+]>C(O)(=O)C>[C:16]([N:6]1[C:7]2[C:3](=[C:2]([CH3:1])[CH:10]=[C:9]([CH3:11])[CH:8]=2)[CH2:4][CH2:5]1)(=[O:19])[CH3:12] |f:1.2,3.4|. Reported procedure: 4,6-Dimethylindole (1.08 g) was dissolved in acetic acid (20 ml), and sodium cyanoborohydride (2.3 g) was added portionwise at 15° C. The mixture was stirred at said temperature for one hour and poured into ice water. Saturated aqueous sodium hydrogencarbonate was added to neutralize the mixture and the mixture was extracted with ethyl acetate. The extract was washed with saturated brine and dried over sodium sulfate. The solvent was evaporated under reduced pressure. The residue was dissolved i... The reactants are [Ag+], CC(=O)O, CCc1cc(Cl)nnc1Cl, O=[N+]([O-])[O-], [NH4+], [OH-], O, O=S(=O)(O)O. The product is CCc1c(Cl)nnc(Cl)c1C. Reaction SMILES: [Ag+:27].[C:11]([OH:12])(=[O:13])[CH3:14].[Cl:1][c:2]1[n:3][n:4][c:5]([Cl:10])[cH:6][c:7]1[CH2:8][CH3:9].[N+:23]([O-:24])([O-:25])=[O:26].[NH4+:20].[OH-:21].[OH2:22].[S:15](=[O:16])(=[O:17])([OH:18])[OH:19]>>[Cl:1][c:2]1[n:3][n:4][c:5]([Cl:10])[c:6]([CH3:11])[c:7]1[CH2:8][CH3:9]. Solvent: CO (methanol), COCCOCCOC (diglyme). The yield is 49.8%. Conditions: temperature 90 celsius, time 8 hour. Reported procedure: A solution of sodium methoxide (generated from 0.13 g sodium) in dry methanol (20 cm3) was added to a solution of 4-(ethoxymethyl)-2,3,5,6-tetrafluorobenzyl alcohol (1.2 g) in dry diglyme. The stirred reaction mixture was heated at 90° C. for a period of 4 hours, under an atmosphere of dry nitrogen, after which time a further portion of sodium methoxide (0.1 g) was added, and heating continued for a further 8 hours. After cooling to the ambient temperature the reaction mixture was poured into wa... Yields the product FC1=C(CO)C(=C(C(=C1F)COCC)F)OC (2,3,5-trifluoro-4-(ethoxymethyl)-6-methoxybenzyl alcohol). Reactants: C[O-].[Na+] (sodium methoxide), C(C)OCC1=C(C(=C(CO)C(=C1F)F)F)F (4-(ethoxymethyl)-2,3,5,6-tetrafluorobenzyl alcohol), O (water), Cl (hydrochloric acid), C[O-].[Na+] (sodium methoxide). RXN SMILES: [CH3:1][O-:2].[Na+].[CH2:4]([O:6][CH2:7][C:8]1[C:15]([F:16])=[C:14](F)[C:11]([CH2:12][OH:13])=[C:10]([F:18])[C:9]=1[F:19])[CH3:5].O.Cl>CO.COCCOCCOC>[F:18][C:10]1[C:9]([F:19])=[C:8]([CH2:7][O:6][CH2:4][CH3:5])[C:15]([F:16])=[C:14]([O:2][CH3:1])[C:11]=1[CH2:12][OH:13] |f:0.1|. Reaction SMILES: Cl[C:2]1[N:7]=[C:6]([NH:8][C:9]2[CH:19]=[CH:18][C:17]([N:20]3[CH2:25][CH2:24][O:23][CH2:22][CH2:21]3)=[CH:16][C:10]=2[O:11][CH2:12][CH2:13][C:14]#[N:15])[C:5]([Cl:26])=[CH:4][N:3]=1.[NH2:27][C:28]1[CH:29]=[CH:30][C:31]2[C:37]([CH3:39])([CH3:38])[CH2:36][CH2:35][C:34](=[O:40])[NH:33][C:32]=2[CH:41]=1.C12(CS(O)(=O)=O)C(C)(C)C(CC1)CC2=O.C(=O)(O)[O-].[Na+]>C(O)(C)C.O>[Cl:26][C:5]1[C:6]([NH:8][C:9]2[CH:19]=[CH:18][C:17]([N:20]3[CH2:25][CH2:24][O:23][CH2:22][CH2:21]3)=[CH:16][C:10]=2[O:11][CH2:12][CH2:13][C:14]#[N:15])=[N:7][C:2]([NH:27][C:28]2[CH:29]=[CH:30][C:31]3[C:37]([CH3:38])([CH3:39])[CH2:36][CH2:35][C:34](=[O:40])[NH:33][C:32]=3[CH:41]=2)=[N:3][CH:4]=1 |f:3.4|. Reported procedure: 3-[2-(2,5-Dichloro-pyrimidin-4-ylamino)-5-morpholin-4-yl-phenoxy]-propionitrile (88 mg, 0.22 mmol), 8-Amino-5,5-dimethyl-1,3,4,5-tetrahydro-benzo[b]azepin-2-one (46 mg, 0.22 mmol), and 10-Camphorsulfonic acid (7.8 mg, 0.033 mmol) in Isopropyl alcohol (2 mL) was irradiated in a CEM microwave (140° C., 30 min). The mixture was diluted with 2 mL water and 0.25 mL satd. sodium bicarbonate, stirred for 10 min, then cooled for 1 h. The resultant solids were collected, washing with water, drying in vac... The yield is 76.0%. Solvent: C(C)(C)O (Isopropyl alcohol), O (water). Yields the product ClC=1C(=NC(=NC1)NC=1C=CC2=C(NC(CCC2(C)C)=O)C1)NC1=C(OCCC#N)C=C(C=C1)N1CCOCC1 (3-{2-[5-Chloro-2-(5,5-dimethyl-2-oxo-2,3,4,5-tetrahydro-1H-benzo[b]azepin-8-ylamino)-pyrimidin-4-ylamino]-5-morpholin-4-yl-phenoxy}-propionitrile). Reactants: C([O-])(O)=O.[Na+] (sodium bicarbonate), ClC1=NC=C(C(=N1)NC1=C(OCCC#N)C=C(C=C1)N1CCOCC1)Cl (3-[2-(2,5-Dichloro-pyrimidin-4-ylamino)-5-morpholin-4-yl-phenoxy]-propionitrile), NC=1C=CC2=C(NC(CCC2(C)C)=O)C1 (8-Amino-5,5-dimethyl-1,3,4,5-tetrahydro-benzo[b]azepin-2-one), C12(C(=O)CC(CC1)C2(C)C)CS(=O)(=O)O (10-Camphorsulfonic acid). The reactants are C(CCC)C1C(C2=CC(=CC=C2CC1)O)=O (2-Butyl-3,4-dihydro-7-hydroxy-1(2H)-naphthalenone), Cl.N1=C(C=CC=C1)CCl (2-picolyl chloride hydrochloride). Product: C(CCC)C1C(C2=CC(=CC=C2CC1)OCC1=NC=CC=C1)=O (2-Butyl-3,4-dihydro-7-(2-pyridyl)methoxy-1 (2H)-naphthalenone). Reaction SMILES: [CH2:1]([CH:5]1[CH2:14][CH2:13][C:12]2[C:7](=[CH:8][C:9]([OH:15])=[CH:10][CH:11]=2)[C:6]1=[O:16])[CH2:2][CH2:3][CH3:4].Cl.[N:18]1[CH:23]=[CH:22][CH:21]=[CH:20][C:19]=1[CH2:24]Cl>>[CH2:1]([CH:5]1[CH2:14][CH2:13][C:12]2[C:7](=[CH:8][C:9]([O:15][CH2:24][C:19]3[CH:20]=[CH:21][CH:22]=[CH:23][N:18]=3)=[CH:10][CH:11]=2)[C:6]1=[O:16])[CH2:2][CH2:3][CH3:4] |f:1.2|. Procedure details: By the method of Example 10, the title product of Example 9 (5.70 g, 34.3 mmol) and 2-picolyl chloride hydrochloride (5.63 g, 34.3 mmol) were converted to present title product, 4.37 g (41%), m.p. 56-60° C.